This data is from the Open Reaction Database (ORD), a public repository of structured organic reaction records. The task is: describe an organic reaction: reactants, conditions, products, and yield Reactants: CC1CN(Cc2ccc([N+](=O)[O-])cc2)CCN1C(=O)OC(C)(C)C, O=Cc1ccc([N+](=O)[O-])cc1, CC(C)(C)OC(=O)N1CCNCC1. Yields the product CC(C)(C)OC(=O)N1CCN(Cc2ccc([N+](=O)[O-])cc2)CC1. RXN SMILES: [CH3:25][CH:26]1[N:27]([C:42](=[O:43])[O:44][C:45]([CH3:46])([CH3:47])[CH3:48])[CH2:28][CH2:29][N:30]([CH2:32][c:33]2[cH:34][cH:35][c:36]([N+:39](=[O:40])[O-:41])[cH:37][cH:38]2)[CH2:31]1.[N+:1]([c:2]1[cH:3][cH:4][c:5]([CH:6]=[O:7])[cH:8][cH:9]1)([O-:10])=[O:11].[N:12]1([C:13]([O:14][C:15]([CH3:16])([CH3:17])[CH3:18])=[O:19])[CH2:20][CH2:21][NH:22][CH2:23][CH2:24]1>>[CH2:26]1[N:27]([C:42](=[O:43])[O:44][C:45]([CH3:46])([CH3:47])[CH3:48])[CH2:28][CH2:29][N:30]([CH2:32][c:33]2[cH:34][cH:35][c:36]([N+:39](=[O:40])[O-:41])[cH:37][cH:38]2)[CH2:31]1. The reactants are Cc1c(Br)cc(F)c(O)c1[N+](=O)[O-], CO. Product: Cc1c(Br)cc(F)c(O)c1N. RXN SMILES: [Br:1][c:2]1[c:3]([CH3:13])[c:4]([N+:10]([O-:11])=[O:12])[c:5]([OH:9])[c:6]([F:8])[cH:7]1.[CH3:14][OH:15]>>[Br:1][c:2]1[c:3]([CH3:13])[c:4]([NH2:10])[c:5]([OH:9])[c:6]([F:8])[cH:7]1. Reactants: C1CCOC1, CCN, O, BrCc1ccccc1Oc1ccccc1. The product is CCNCc1ccccc1Oc1ccccc1. Reaction SMILES: [CH2:20]1[O:21][CH2:22][CH2:23][CH2:24]1.[CH3:1][CH2:2][NH2:3].[OH2:19].[c:4]1([O:10][c:11]2[c:12]([CH2:17][Br:18])[cH:13][cH:14][cH:15][cH:16]2)[cH:5][cH:6][cH:7][cH:8][cH:9]1>>[CH3:1][CH2:2][NH:3][CH2:17][c:12]1[c:11]([O:10][c:4]2[cH:5][cH:6][cH:7][cH:8][cH:9]2)[cH:16][cH:15][cH:14][cH:13]1. Starting materials: BrCc1cccc2c1cnn2C1CCCCO1, O=C([O-])[O-], C=O, C1CCOC1, CO, [K+], [K+], [Li+], [OH-], O, O, Cl[Pd]Cl, c1ccc(P(c2ccccc2)c2ccccc2)cc1, c1ccc(P(c2ccccc2)c2ccccc2)cc1. Product: O=C(O)Cc1cccc2c1cnn2C1CCCCO1. RXN SMILES: [Br:1][CH2:2][c:3]1[c:4]2[cH:5][n:6][n:7]([CH:12]3[O:13][CH2:14][CH2:15][CH2:16][CH2:17]3)[c:8]2[cH:9][cH:10][cH:11]1.[C:18]([O-:19])([O-:20])=[O:21].[C:24]=[O:25].[CH2:71]1[O:72][CH2:73][CH2:74][CH2:75]1.[CH3:76][OH:77].[K+:22].[K+:23].[Li+:28].[OH-:27].[OH2:26].[OH2:29].[Pd:30]([Cl:31])[Cl:32].[c:33]1([P:34]([c:35]2[cH:36][cH:37][cH:38][cH:39][cH:40]2)[c:41]2[cH:42][cH:43][cH:44][cH:45][cH:46]2)[cH:47][cH:48][cH:49][cH:50][cH:51]1.[c:52]1([P:53]([c:54]2[cH:55][cH:56][cH:57][cH:58][cH:59]2)[c:60]2[cH:61][cH:62][cH:63][cH:64][cH:65]2)[cH:66][cH:67][cH:68][cH:69][cH:70]1>>[CH2:2]([c:3]1[c:4]2[cH:5][n:6][n:7]([CH:12]3[O:13][CH2:14][CH2:15][CH2:16][CH2:17]3)[c:8]2[cH:9][cH:10][cH:11]1)[C:18](=[O:19])[OH:20]. Reactants: [N+](=O)([O-])C1=CC=C(C(=O)N2CC=3N(CC4=C2C=CS4)C=CC3)C=C1 (4,10-dihydro-4-(4-nitrobenzoyl)-5H-pyrrolo-[1,2-a]thieno[3,2-e][1,4]diazepine), NN (hydrazine). The reagents and catalysts are [Pd] (Pd/C). Solvent: C(C)O (ethyl alcohol). Yields the product NC1=CC=C(C(=O)N2CC=3N(CC4=C2C=CS4)C=CC3)C=C1 (4,10-Dihydro-4-(4-aminobenzoyl)-5H-pyrrolo[1,2-a]thieno[3,2-e][1,4]diazepine). Reaction SMILES: [N+:1]([C:4]1[CH:24]=[CH:23][C:7]([C:8]([N:10]2[C:16]3[CH:17]=[CH:18][S:19][C:15]=3[CH2:14][N:13]3[CH:20]=[CH:21][CH:22]=[C:12]3[CH2:11]2)=[O:9])=[CH:6][CH:5]=1)([O-])=O.NN>C(O)C.[Pd]>[NH2:1][C:4]1[CH:24]=[CH:23][C:7]([C:8]([N:10]2[C:16]3[CH:17]=[CH:18][S:19][C:15]=3[CH2:14][N:13]3[CH:20]=[CH:21][CH:22]=[C:12]3[CH2:11]2)=[O:9])=[CH:6][CH:5]=1. Procedure details: To a mixture of 5 mmol of 4,10-dihydro-4-(4-nitrobenzoyl)-5H-pyrrolo-[1,2-a]thieno[3,2-e][1,4]diazepine in 25 ml of ethyl alcohol is added 0.3 g of 10% Pd/C and 15 mmol of hydrazine followed by stirring and heating under reflux for 3 hours. The cooled reaction mixture is filtered through diatomaceous earth. The filtrate is concentrated in vacuo to a residue which is dissolved in methylene chloride and passed through a pad of hydrous magnesium silicate. The filtrate is concentrated in vacuo to gi... Reactants: C=CC(C)=C (isoprene), C1(=CC=CC=C1)O (phenol), P(O)(O)(O)=O (phosphoric acid), O (water). The reagents and catalysts are C1=CC=CC=2SC3=CC=CC=C3NC12 (phenothiazine). Run in C=1(C(=CC=CC1)C)C (xylene). Conditions: temperature 110 celsius, time 8 hour. Product: CC1(CCC2=CC=C(C=C12)O)C (3,3-dimethyl-5-hydroxy-indane). The yield is 33.1%. As a reaction SMILES: [CH2:1]=[CH:2][C:3](=[CH2:5])[CH3:4].[C:6]1([OH:12])[CH:11]=[CH:10][CH:9]=[CH:8][CH:7]=1.P(=O)(O)(O)O.O>C1(C)C(C)=CC=CC=1.C1C2NC3C(=CC=CC=3)SC=2C=CC=1>[CH3:4][C:3]1([CH3:5])[C:10]2[C:9](=[CH:8][CH:7]=[C:6]([OH:12])[CH:11]=2)[CH2:1][CH2:2]1. Procedure details: 322 g of isoprene, stabilized with 1 g of phenothiazine, were added dropwise over the course of 8 hours to a solution of 403 g of phenol, 50 g of 85% strength phosphoric acid and 9 ml of water in 2.14 liters of xylene at 110° C. To complete the reaction, the mixture was stirred overnight at 110° C. The acid phase was separated off and the organic phase was washed until neutral. Fractional distillation gave 230 g of 3,3-dimethyl-5-hydroxy-indane, boiling point 132°-134° C/10 mm Hg; melting point ... Procedure: 5 g of 1-allyl-3-butyl-8-methyl xanthine (Example 1) are dissolved in 100 ml of ethanol in a hydrogenation apparatus, followed by the addition of 500 mg of Pd (10%)/C. Hydrogenation is carried out at ambient temperature until the consumption of hydrogen is over (approximately 1 hour). The mixture is filtered under heat, the precipitate is washed with ethanol and the solvent is evaporated from the filtrate, leaving 5 g of colourless crystals which are recrystallised from methanol. Mp: 174°-175° C... Reagents/catalysts: [Pd] (Pd). The solvent is C(C)O (ethanol). RXN SMILES: [CH2:1]([N:4]1[C:13](=[O:14])[C:12]2[NH:11][C:10]([CH3:15])=[N:9][C:8]=2[N:7]([CH2:16][CH2:17][CH2:18][CH3:19])[C:5]1=[O:6])[CH:2]=[CH2:3]>C(O)C.[Pd]>[CH2:1]([N:4]1[C:13](=[O:14])[C:12]2[NH:11][C:10]([CH3:15])=[N:9][C:8]=2[N:7]([CH2:16][CH2:17][CH2:18][CH3:19])[C:5]1=[O:6])[CH2:2][CH3:3]. The reactants are C(C=C)N1C(=O)N(C=2N=C(NC2C1=O)C)CCCC (1-allyl-3-butyl-8-methyl xanthine). The product is C(CC)N1C(=O)N(C=2N=C(NC2C1=O)C)CCCC (1-propyl-3-butyl-8-methyl xanthine). Yield: 99.2%. Starting materials: N1C(CC(C2=CC=CC=C12)=O)=O (quinoline-2,4-dione), [H-].[Na+] (sodium hydride), C(C)I (ethyliodide). Solvent: CC(=O)N(C)C (dimethylacetamide). Conditions: time 90 minute. Product: C(C)OC1=CC(NC2=CC=CC=C12)=O (4-ethoxyquinolin-2(1H)-one). As a reaction SMILES: [NH:1]1[C:10]2[C:5](=[CH:6][CH:7]=[CH:8][CH:9]=2)[C:4](=[O:11])[CH2:3][C:2]1=[O:12].[H-].[Na+].[CH2:15](I)[CH3:16]>CC(N(C)C)=O>[CH2:15]([O:11][C:4]1[C:5]2[C:10](=[CH:9][CH:8]=[CH:7][CH:6]=2)[NH:1][C:2](=[O:12])[CH:3]=1)[CH3:16] |f:1.2|. Procedure: To a suspension of 6 g. of quinoline-2,4-dione in 50 ml. of dimethylacetamide is added 1.6 g. of sodium hydride (56% in mineral oil, pentane washed). The mixture is then stirred at room temperature for 90 minutes and 6 g. of ethyliodide is added and the resulting mixture is heated briefly at 35° C. followed by stirring at ambient temperature for 18 hours. The precipitate which forms is recovered by filtering and the filtrate is poured into 200 ml. of water and the resulting precipitate also reco... Starting materials: CCCCCCCCCCCCCCCCCCOCC(COC(c1ccccc1)(c1ccccc1)c1ccccc1)N1C(=O)c2ccccc2C1=O, CC(C)O, NN, O. The product is CCCCCCCCCCCCCCCCCCOCC(N)COC(c1ccccc1)(c1ccccc1)c1ccccc1. As a reaction SMILES: [CH2:1]([CH2:2][CH2:3][CH2:4][CH2:5][CH2:6][CH2:7][CH2:8][CH2:9][CH2:10][CH2:11][CH2:12][CH2:13][CH2:14][CH2:15][CH2:16][CH2:17][CH3:18])[O:19][CH2:20][CH:21]([CH2:22][O:23][C:24]([c:25]1[cH:26][cH:27][cH:28][cH:29][cH:30]1)([c:31]1[cH:32][cH:33][cH:34][cH:35][cH:36]1)[c:37]1[cH:38][cH:39][cH:40][cH:41][cH:42]1)[N:43]1[C:44](=[O:45])[c:46]2[cH:47][cH:48][cH:49][cH:50][c:51]2[C:52]1=[O:53].[CH:57]([OH:58])([CH3:59])[CH3:60].[NH2:55][NH2:56].[OH2:54]>>[CH2:1]([CH2:2][CH2:3][CH2:4][CH2:5][CH2:6][CH2:7][CH2:8][CH2:9][CH2:10][CH2:11][CH2:12][CH2:13][CH2:14][CH2:15][CH2:16][CH2:17][CH3:18])[O:19][CH2:20][CH:21]([CH2:22][O:23][C:24]([c:25]1[cH:26][cH:27][cH:28][cH:29][cH:30]1)([c:31]1[cH:32][cH:33][cH:34][cH:35][cH:36]1)[c:37]1[cH:38][cH:39][cH:40][cH:41][cH:42]1)[NH2:43]. Reactants: C(C1=CC=CC=C1)OC1=C(C(=O)O)C=C(C(=N1)OCC1=CC=CC=C1)F (2,6-dibenzyloxy-5-fluoronicotinic acid). Reported procedure: Next, 2,6-dibenzyloxy-5-fluoronicotinic acid (5.00 g) was dissolved in dioxane (50 mL), and 20% palladium hydroxide (50% wet, 500 mg) was added thereto and reacted under a hydrogen atmosphere for 1 hour. The palladium hydroxide was filtered through Celite from the resulting reaction product, and the solvent was evaporated to obtain a compound, i.e., 2,6-dihydroxy-5-fluoronicotinic acid (2.58 g). The solvent is O1CCOCC1 (dioxane). Yields the product OC1=C(C(=O)O)C=C(C(=N1)O)F (2,6-dihydroxy-5-fluoronicotinic acid). The reagents and catalysts are [OH-].[Pd+2].[OH-] (palladium hydroxide). RXN SMILES: C([O:8][C:9]1[N:17]=[C:16]([O:18]CC2C=CC=CC=2)[C:15]([F:26])=[CH:14][C:10]=1[C:11]([OH:13])=[O:12])C1C=CC=CC=1>O1CCOCC1.[OH-].[Pd+2].[OH-]>[OH:8][C:9]1[N:17]=[C:16]([OH:18])[C:15]([F:26])=[CH:14][C:10]=1[C:11]([OH:13])=[O:12] |f:2.3.4|. Isolated yield 105.3%.